This data is from the Open Reaction Database (ORD), a public repository of structured organic reaction records. The task is: describe an organic reaction: reactants, conditions, products, and yield Starting materials: OC1=CC=C(OCC(=O)OCC)C=C1 (ethyl (4-hydroxyphenoxy)acetate), C1(=CC=CC=C1)CCCCBr (4-phenylbutyl bromide), C([O-])([O-])=O.[K+].[K+] (potassium carbonate), [I-].[K+] (potassium iodide). Solvent: CN(C=O)C (N,N-dimethylformamide). Run at time 3 hour. Yields the product C1(=CC=CC=C1)CCCCOC1=CC=C(OCC(=O)OCC)C=C1 (ethyl [4-(4-phenylbutoxy)phenoxy]acetate). Isolated yield 75.5%. As a reaction SMILES: [OH:1][C:2]1[CH:14]=[CH:13][C:5]([O:6][CH2:7][C:8]([O:10][CH2:11][CH3:12])=[O:9])=[CH:4][CH:3]=1.[C:15]1([CH2:21][CH2:22][CH2:23][CH2:24]Br)[CH:20]=[CH:19][CH:18]=[CH:17][CH:16]=1.C(=O)([O-])[O-].[K+].[K+].[I-].[K+]>CN(C)C=O>[C:15]1([CH2:21][CH2:22][CH2:23][CH2:24][O:1][C:2]2[CH:3]=[CH:4][C:5]([O:6][CH2:7][C:8]([O:10][CH2:11][CH3:12])=[O:9])=[CH:13][CH:14]=2)[CH:20]=[CH:19][CH:18]=[CH:17][CH:16]=1 |f:2.3.4,5.6|. Procedure details: A solution of ethyl (4-hydroxyphenoxy)acetate (0.49 g, 2.5 mmol), 4-phenylbutyl bromide (0.59 g, 2.8 mmol), potassium carbonate (0.69 g, 5.0 mmol) and potassium iodide (30 mg, 0.50 mmol) in N,N-dimethylformamide (5 mL) was stirred at room temperature for 30 min., and further at 50° C. for 3 hrs. The solvent was evaporated under reduced pressure, and the residue was partitioned between ethyl acetate and saturated brine. The organic layer was concentrated under reduced pressure. The residue was pu... The reagents and catalysts are [O-2].[O-2].[O-2].[Ni+3].[Ni+3] (nickel peroxide). Starting materials: OCC=C(C=CC=C(C(=O)OCC)C)C (ethyl 8-hydroxy-2,6-dimethyl-octa-2,4,6-trien-1-oate). RXN SMILES: [OH:1][CH2:2][CH:3]=[C:4]([CH3:15])[CH:5]=[CH:6][CH:7]=[C:8]([CH3:14])[C:9]([O:11][CH2:12][CH3:13])=[O:10]>C(Cl)Cl.[O-2].[O-2].[O-2].[Ni+3].[Ni+3]>[CH3:14][C:8](=[CH:7][CH:6]=[CH:5][C:4]([CH3:15])=[CH:3][CH:2]=[O:1])[C:9]([O:11][CH2:12][CH3:13])=[O:10] |f:2.3.4.5.6|. Reaction conditions: temperature 50 celsius. Solvent: C(Cl)Cl (methylene chloride). The product is CC(C(=O)OCC)=CC=CC(=CC=O)C (ethyl 2,6-dimethyl-8-oxo-octa-2,4,6-trien-1-oate). Procedure: 21 g of ethyl 8-hydroxy-2,6-dimethyl-octa-2,4,6-trien-1-oate in 500 ml of methylene chloride are stirred at -25° C. for 2 hours with 50 g of nickel peroxide (prepared in Example 1 and containing 6.1% of active oxygen). The mixture is then filtered, the solution evaporated to 100 ml, treated with 250 ml of n-hexane and again evaporated to 100 ml. The residual solution is cooled to 50° C., seeded with crystals of ethyl 2,6-dimethyl-8-oxo-octa-2,4,6-trien-1 -oate and left to crystallise for 30 minu... The yield is 79.3%. Reactants: CS(=O)(=O)O (Methanesulfonic acid), CSCC1=CC=CC=2C=C(CCOC21)C(=O)NC(=N)N ((2,3-dihydro-9-methylthiomethyl-1-benzoxepin-4-carbonyl)guanidine), C(C)(C)OC(C)C (diisopropyl ether). Solvent: CO (methanol). Reaction conditions: time 30 minute. The product is CS(=O)(=O)O.CC(=S)C1=CC=CC=2C=C(CCOC21)C(=O)NC(=N)N ((2,3-dihydro-9-methylthiocarbonyl-1-benzoxepin-4-carbonyl)guanidine methanesulfonate). Reaction SMILES: [CH3:1][S:2]([OH:5])(=[O:4])=[O:3].C[S:7][CH2:8][C:9]1[C:19]2[O:18][CH2:17][CH2:16][C:15]([C:20]([NH:22][C:23]([NH2:25])=[NH:24])=[O:21])=[CH:14][C:13]=2[CH:12]=[CH:11][CH:10]=1.[CH:26](OC(C)C)(C)C>CO>[CH3:1][S:2]([OH:5])(=[O:4])=[O:3].[CH3:26][C:8]([C:9]1[C:19]2[O:18][CH2:17][CH2:16][C:15]([C:20]([NH:22][C:23]([NH2:25])=[NH:24])=[O:21])=[CH:14][C:13]=2[CH:12]=[CH:11][CH:10]=1)=[S:7] |f:4.5|. Procedure: Methanesulfonic acid (0.04 ml) was added to the mixture of (2,3-dihydro-9-methylthiomethyl-1-benzoxepin-4-carbonyl)guanidine (0.15 g) in methanol (1.5 ml) and the mixture was stirred at ambient temperature for 30 minutes. To the mixture was added diisopropyl ether (3 ml). The isolated crystalline was collected by filtration and recrystallized from a mixture of methanol and diisopropyl ether to give (2,3-dihydro-9-methylthiocarbonyl-1-benzoxepin-4-carbonyl)guanidine methanesulfonate (0.12 g). Starting materials: Cl.N1CCC(CC1)N1N=CC(=C1)C1=CC2=C(N(C=N2)C=2C=C(C=CC2)NC(=O)NCC(F)(F)F)C=C1 (N-{3-[5-(1-piperidin-4-yl-1H-pyrazol-4-yl)-1H-benzimidazol-1-yl]phenyl}-N′-(2,2,2-trifluoroethyl)urea HCl salt), O1C(CCC1)C(=O)O (2-tetrahydro-furancarboxylic acid). Yields the product O1C(CCC1)C(=O)N1CCC(CC1)N1N=CC(=C1)C1=CC2=C(N(C=N2)C=2C=C(C=CC2)NC(=O)NCC(F)(F)F)C=C1 (N-[3-(5-{1-[1-(Tetrahydrofuran-2-ylcarbonyl)piperidin-4-yl]-1H-pyrazol-4-yl}-1H-benzimidazol-1-yl)phenyl]-N′-(2,2,2-trifluoroethyl)urea). RXN SMILES: Cl.[NH:2]1[CH2:7][CH2:6][CH:5]([N:8]2[CH:12]=[C:11]([C:13]3[CH:36]=[CH:35][C:16]4[N:17]([C:20]5[CH:21]=[C:22]([NH:26][C:27]([NH:29][CH2:30][C:31]([F:34])([F:33])[F:32])=[O:28])[CH:23]=[CH:24][CH:25]=5)[CH:18]=[N:19][C:15]=4[CH:14]=3)[CH:10]=[N:9]2)[CH2:4][CH2:3]1.[O:37]1[CH2:41][CH2:40][CH2:39][CH:38]1[C:42](O)=[O:43]>>[O:37]1[CH2:41][CH2:40][CH2:39][CH:38]1[C:42]([N:2]1[CH2:3][CH2:4][CH:5]([N:8]2[CH:12]=[C:11]([C:13]3[CH:36]=[CH:35][C:16]4[N:17]([C:20]5[CH:21]=[C:22]([NH:26][C:27]([NH:29][CH2:30][C:31]([F:33])([F:32])[F:34])=[O:28])[CH:23]=[CH:24][CH:25]=5)[CH:18]=[N:19][C:15]=4[CH:14]=3)[CH:10]=[N:9]2)[CH2:6][CH2:7]1)=[O:43] |f:0.1|. Procedure: This compound was prepared by using procedures analogous to those described for the synthesis of Example 1 (Step 6) starting from N-{3-[5-(1-piperidin-4-yl-1H-pyrazol-4-yl)-1H-benzimidazol-1-yl]phenyl}-N′-(2,2,2-trifluoroethyl)urea HCl salt and 2-tetrahydro-furancarboxylic acid, (Aldrich, Cat. No. 341517), LCMS (M+H)+: m/z=582.2. Conditions: time 30 minute. Reaction SMILES: [H-].[H-].[H-].[H-].[Li+].[Al+3].[CH2:7]([N:9]1[C:17]2[C:12](=[N:13][CH:14]=[CH:15][CH:16]=2)[C:11]([C:18]2[CH:39]=[CH:38][C:21]([O:22][C:23]3[N:27](CC(OCC)=O)[C:26]4[CH:34]=[CH:35][CH:36]=[CH:37][C:25]=4[N:24]=3)=[CH:20][CH:19]=2)=[N:10]1)[CH3:8].[O-]S([O-])(=O)=O.[Na+].[Na+].C1C[O:50][CH2:49][CH2:48]1>>[CH2:7]([N:9]1[C:17]2[C:12](=[N:13][CH:14]=[CH:15][CH:16]=2)[C:11]([C:18]2[CH:19]=[CH:20][C:21]([O:22][C:23]3[N:27]([CH:49]([OH:50])[CH3:48])[C:26]4[CH:34]=[CH:35][CH:36]=[CH:37][C:25]=4[N:24]=3)=[CH:38][CH:39]=2)=[N:10]1)[CH3:8] |f:0.1.2.3.4.5,7.8.9|. Product: C(C)N1N=C(C2=NC=CC=C21)C2=CC=C(OC1=NC3=C(N1C(C)O)C=CC=C3)C=C2 ((2-[4-(1-Ethyl-1H-pyrazolo[4,3-b]pyridin-3-yl)phenoxy]-1H-benzimidazol-1-yl]ethanol). Reported procedure: LiAlH4 (24.8 mg) was added to a solution of ethyl 2-{2-[4-(1-ethyl-1H-pyrazolo[4,3-b]pyridin-3-yl)phenoxy]-1H-benzo[d]imidazol-1-yl}acetate (144 mg) in THF (3.5 ml) at 0° C. After stirring for 1 h at the same temperature, Na2SO4.10H2O was added to the reaction mixture at 0° C. and stirred for 30 min. After Na2SO4 was added to this mixture, the precipitate was removed by filtration, and the filtrate was concentrated under reduced pressure. The residue was purified by silica gel column chromatogra... Reactants: [O-]S(=O)(=O)[O-].[Na+].[Na+] (Na2SO4), [H-].[H-].[H-].[H-].[Li+].[Al+3] (LiAlH4), C(C)N1N=C(C2=NC=CC=C21)C2=CC=C(OC1=NC3=C(N1CC(=O)OCC)C=CC=C3)C=C2 (ethyl 2-{2-[4-(1-ethyl-1H-pyrazolo[4,3-b]pyridin-3-yl)phenoxy]-1H-benzo[d]imidazol-1-yl}acetate), C1CCOC1 (THF), Na2SO4.10H2O. Reactants: N=1ON=C2C1C=CC=C2C=O (2,1,3-benzoxadiazole-4-aldehyde), NC1=NNC=C1 (3-aminopyrazole), C(#N)CC(=O)C1C2(OCCO2)CCCC1 (1-cyano-2-(1,4-dioxa-spiro[4,5]-decan-6-yl)ethan-2-one). The solvent is C(C)#N (acetonitrile). Yields the product N=1ON=C2C1C=CC=C2C2C=1C(NC(=C2C#N)C2C3(OCCO3)CCCC2)=NNC1 (4-(2,1,3-benzoxadiazol-4-yl)-5-cyano-4,7-dihydro-6-(1,4-dioxa-spiro[4,5]decan-6-yl)-2H-pyrazolo[3,4-b]pyridine). Isolated yield 59.5%. As a reaction SMILES: [N:1]1[O:2][N:3]=[C:4]2[C:9]([CH:10]=O)=[CH:8][CH:7]=[CH:6][C:5]=12.[NH2:12][C:13]1[CH:17]=[CH:16][NH:15][N:14]=1.[C:18]([CH2:20][C:21]([CH:23]1[CH2:32][CH2:31][CH2:30][CH2:29][C:24]21[O:28][CH2:27][CH2:26][O:25]2)=O)#[N:19]>C(#N)C>[N:1]1[O:2][N:3]=[C:4]2[C:9]([CH:10]3[C:20]([C:18]#[N:19])=[C:21]([CH:23]4[CH2:32][CH2:31][CH2:30][CH2:29][C:24]54[O:28][CH2:27][CH2:26][O:25]5)[NH:12][C:13]4=[N:14][NH:15][CH:16]=[C:17]34)=[CH:8][CH:7]=[CH:6][C:5]=12. Reported procedure: To a solution of ethyl 2-cyclohexanonecarboxylate (25 g) in toluene (200 mL) was added ethyleneglycol (10.1 g) and p-toluenesulfonic acid (2.8 g) at room temperature and the mixture was heated under reflux with Dean-Stark apparatus for five hours. The reaction mixture was cooled to room temperature, the solvent was evaporated under reduced pressure and the residue was purified by silica gel column chromatography (eluent:hexane-ethyl acetate (10:1)) to give ethyl 1,4-dioxa-spiro[4,5]decane-6-carb... Starting materials: N1=CC(=CC=C1)[C@@H]1C[C@H](CCC1)N1C(C=2C(C1=O)=CC=CC2)=O (trans-N-[3-(3-pyridyl)cyclohexyl]phthalimide). Run in CCO (EtOH). Run at time 1.5 hour. The product is N1=CC(=CC=C1)[C@@H]1C[C@H](CCC1)N (trans-3-(3-pyridyl)cyclohexylamine). Isolated yield 62.6%. As a reaction SMILES: [N:1]1[CH:6]=[CH:5][CH:4]=[C:3]([C@H:7]2[CH2:12][CH2:11][CH2:10][C@H:9]([N:13]3C(=O)C4=CC=CC=C4C3=O)[CH2:8]2)[CH:2]=1>CCO>[N:1]1[CH:6]=[CH:5][CH:4]=[C:3]([C@H:7]2[CH2:12][CH2:11][CH2:10][C@H:9]([NH2:13])[CH2:8]2)[CH:2]=1. Procedure details: A mixture of trans-N-[3-(3-pyridyl)cyclohexyl]phthalimide (3.00 g, 9.79 mmol) and hydrazinemonohydorate (0.95 mL, 19.6 mmol) in EtOH (40 mL) was stirred at room temperature for 1.5 h. The reaction mixture was filtered followed by the removal of solvent. The crude product was purified by column chromatography (NH, EtOAc) to yield trans-3-(3-pyridyl)cyclohexylamine (1.08 g, 60%) as colorless oil.